Task: describe an organic reaction: reactants, conditions, products, and yield. Dataset: the Open Reaction Database (ORD), a public repository of structured organic reaction records Starting materials: Cc1cc(Nc2ncnc3cccc(OCCN)c23)ccc1O, O=C(O)CO. The product is Cc1cc(Nc2ncnc3cccc(OCCNC(=O)CO)c23)ccc1O. RXN SMILES: [NH2:6][CH2:7][CH2:8][O:9][c:10]1[c:11]2[c:12]([NH:20][c:21]3[cH:22][c:23]([CH3:28])[c:24]([OH:27])[cH:25][cH:26]3)[n:13][cH:14][n:15][c:16]2[cH:17][cH:18][cH:19]1.[OH:1][CH2:2][C:3]([OH:4])=[O:5]>>[OH:1][CH2:2][C:3](=[O:5])[NH:6][CH2:7][CH2:8][O:9][c:10]1[c:11]2[c:12]([NH:20][c:21]3[cH:22][c:23]([CH3:28])[c:24]([OH:27])[cH:25][cH:26]3)[n:13][cH:14][n:15][c:16]2[cH:17][cH:18][cH:19]1. Procedure details: 29 grams of 6-(o-chloro-phenyl)-8-chloro-4H-s-triazolo-(4,3-a)-pyrido-(2,3-f)-(1,4)-diazepine were hydrogenated in 500 ml. of dimethyl formamide in the presence of 20 grams of Raney-nickel at 50 atmospheres absolute at 60°-70° C. The filtrate was evaporated, the residue stirred with water and shaken with chloroform. The chloroform residue was stirred with methanol and the thus obtained crystalline reaction product first crystallized from dioxane-gasoline and then recrystallized from methyl ethyl... Run in CN(C=O)C (dimethyl formamide). Product: ClC1=C(C=CC=C1)C1NCC=2N(C3=C1N=C(C=C3)Cl)C=NN2 (6-(o-chloro-phenyl)-8-chloro-5,6-dihydro-4H-s-triazolo-(4,3-a)-pyrido-(2,3-f)-(1,4)-diazepine). RXN SMILES: [Cl:1][C:2]1[CH:7]=[CH:6][CH:5]=[CH:4][C:3]=1[C:8]1[C:14]2[N:15]=[C:16]([Cl:19])[CH:17]=[CH:18][C:13]=2[N:12]2[CH:20]=[N:21][N:22]=[C:11]2[CH2:10][N:9]=1>[Ni].CN(C)C=O>[Cl:1][C:2]1[CH:7]=[CH:6][CH:5]=[CH:4][C:3]=1[CH:8]1[C:14]2[N:15]=[C:16]([Cl:19])[CH:17]=[CH:18][C:13]=2[N:12]2[CH:20]=[N:21][N:22]=[C:11]2[CH2:10][NH:9]1. The reactants are ClC1=C(C=CC=C1)C1=NCC=2N(C3=C1N=C(C=C3)Cl)C=NN2 (6-(o-chloro-phenyl)-8-chloro-4H-s-triazolo-(4,3-a)-pyrido-(2,3-f)-(1,4)-diazepine). The reagents and catalysts are [Ni] (Raney-nickel). Reactants: CCOC(=O)CC(O)C(C)c1cccc(C(=O)c2ccccc2)c1, CCO, [K+], [OH-], O. The product is CC(c1cccc(C(=O)c2ccccc2)c1)C(O)CC(=O)O. RXN SMILES: [C:1]([c:2]1[cH:3][cH:4][cH:5][cH:6][cH:7]1)(=[O:8])[c:9]1[cH:10][c:11]([CH:15]([CH:16]([CH2:17][C:18](=[O:19])[O:20][CH2:21][CH3:22])[OH:23])[CH3:24])[cH:12][cH:13][cH:14]1.[CH3:25][CH2:26][OH:27].[K+:29].[OH-:28].[OH2:30]>>[C:1]([c:2]1[cH:3][cH:4][cH:5][cH:6][cH:7]1)(=[O:8])[c:9]1[cH:10][c:11]([CH:15]([CH:16]([CH2:17][C:18](=[O:19])[OH:20])[OH:23])[CH3:24])[cH:12][cH:13][cH:14]1. Isolated yield 48.3%. Yields the product FC1=CC=C(C=C1)S(=O)(=O)N(CCN(C(C1=CC=C(C=C1)NC1=CC=NC2=CC(=CC=C12)C(F)(F)F)=O)C)C (4-Fluoro-N-methyl-N-[2-[N-methyl-N-[4-(7-trifluoromethyl-4-quinolinylamino)benzoyl]amino]ethyl]benzenesulphonamide). RXN SMILES: Cl.[F:2][C:3]([F:25])([F:24])[C:4]1[CH:13]=[C:12]2[C:7]([C:8]([NH:14][C:15]3[CH:23]=[CH:22][C:18]([C:19](Cl)=[O:20])=[CH:17][CH:16]=3)=[CH:9][CH:10]=[N:11]2)=[CH:6][CH:5]=1.C(=O)([O-])[O-].[Na+].[Na+].[F:32][C:33]1[CH:38]=[CH:37][C:36]([S:39]([N:42]([CH3:47])[CH2:43][CH2:44][NH:45][CH3:46])(=[O:41])=[O:40])=[CH:35][CH:34]=1>C(Cl)(Cl)Cl.O>[F:32][C:33]1[CH:34]=[CH:35][C:36]([S:39]([N:42]([CH3:47])[CH2:43][CH2:44][N:45]([CH3:46])[C:19](=[O:20])[C:18]2[CH:22]=[CH:23][C:15]([NH:14][C:8]3[C:7]4[C:12](=[CH:13][C:4]([C:3]([F:25])([F:24])[F:2])=[CH:5][CH:6]=4)[N:11]=[CH:10][CH:9]=3)=[CH:16][CH:17]=2)(=[O:40])=[O:41])=[CH:37][CH:38]=1 |f:0.1,2.3.4|. Reported procedure: 4-(7-Trifluoromethyl-4-quinolinylamino)benzoyl chloride hydrochloride (2.0 g) was added portionwise to a well-stirred mixture of sodium carbonate (8.0 g) and 4-fluoro-N-methyl-N-[2-(methylamino)ethyl]benzenesulphonamide (1.48 g) in chloroform (60 ml) and water (70 ml) at about 10° C. The mixture was warmed to room temperature and, after 1 hour, the chloroform layer was separated, dried (MgSO4) and evaporated under reduced pressure to give an oil, which crystallised on standing. Recrystallisation... Starting materials: Cl.FC(C1=CC=C2C(=CC=NC2=C1)NC1=CC=C(C(=O)Cl)C=C1)(F)F (4-(7-Trifluoromethyl-4-quinolinylamino)benzoyl chloride hydrochloride), C([O-])([O-])=O.[Na+].[Na+] (sodium carbonate), FC1=CC=C(C=C1)S(=O)(=O)N(CCNC)C (4-fluoro-N-methyl-N-[2-(methylamino)ethyl]benzenesulphonamide). The solvent is C(Cl)(Cl)Cl (chloroform), O (water). Reactants: ClC=1C=C(C(=O)OC)C=CN1 (Methyl 2-chloroisonicotinate), C([O-])([O-])=O.[K+].[K+] (potassium carbonate), FC=1C=C(C=CC1C(F)(F)F)B1OC(C(O1)(C)C)(C)C (2-(3-Fluoro-4-(trifluoromethyl)phenyl)-4,4,5,5-tetramethyl-1,3,2-dioxa-borolane). Reagents/catalysts: Cl[Pd]Cl (PdCl2). Run in CO (methanol). Conditions: temperature 100 celsius. Yields the product FC=1C=C(C=CC1C(F)(F)F)C=1C=C(C(=O)OC)C=CN1 (methyl 2-(3-fluoro-4-(trifluoromethyl)phenyl)isonicotinate). The yield is 76.1%. As a reaction SMILES: Cl[C:2]1[CH:3]=[C:4]([CH:9]=[CH:10][N:11]=1)[C:5]([O:7][CH3:8])=[O:6].C(=O)([O-])[O-].[K+].[K+].[F:18][C:19]1[CH:20]=[C:21](B2OC(C)(C)C(C)(C)O2)[CH:22]=[CH:23][C:24]=1[C:25]([F:28])([F:27])[F:26]>CO.Cl[Pd]Cl>[F:18][C:19]1[CH:20]=[C:21]([C:2]2[CH:3]=[C:4]([CH:9]=[CH:10][N:11]=2)[C:5]([O:7][CH3:8])=[O:6])[CH:22]=[CH:23][C:24]=1[C:25]([F:26])([F:27])[F:28] |f:1.2.3|. Procedure: Methyl 2-chloroisonicotinate (2.86 g, 16.67 mmol), PdCl2 (dppf) (0.278 g, 0.38 mmol) and potassium carbonate (1.161 mL, 19.24 mmol) were distributed equally over 3 microwave reaction vials. 2-(3-Fluoro-4-(trifluoromethyl)phenyl)-4,4,5,5-tetramethyl-1,3,2-dioxa-borolane (3.72 g, 12.82 mmol) dissolved in methanol (45 mL) was split into 3 equal portions and added to the vials. The vials were capped and heated in a single node microwave reactor at 100° C. for 10 min each. The contents of the vials w...